This data is from the Open Reaction Database (ORD), a public repository of structured organic reaction records. The task is: describe an organic reaction: reactants, conditions, products, and yield The reactants are [SiH2](O)O (monosilandiol), C1(=CC=CC=C1)O (phenol), [OH-].[K+] (potassium hydroxide), C1(=CC=CC=C1)O (phenol), [SiH2](O)O.C1(=CC=CC=C1)O (phenol monosilandiol), [SiH2](O)O.C1(=CC=CC=C1)O (phenol monosilandiol), C=O (formaldehyde). Run at time 37.5 minute. Product: [SiH2](O)O.C1(=CC=CC=C1)O.C=O (formaldehyde phenol monosilandiol). Reaction SMILES: [SiH2:1]([OH:3])[OH:2].[C:4]1([OH:10])[CH:9]=[CH:8][CH:7]=[CH:6][CH:5]=1.[OH-].[K+].[SiH2](O)O.[C:16]1([OH:22])C=CC=CC=1.C=O>>[SiH2:1]([OH:3])[OH:2].[C:4]1([OH:10])[CH:9]=[CH:8][CH:7]=[CH:6][CH:5]=1.[CH2:16]=[O:22] |f:2.3,4.5,7.8.9|. Procedure: One mol of monosilandiol, one mol of phenol and 0.2 mol of potassium hydroxide are mixed then heated to just below the boiling point of phenol while agitating at ambient pressure for 15 to 60 minutes, thereby producing phenol monosilandiol, a tan granular compound. The phenol monosilandiol is mixed with about 1 mol of formaldehyde in an aqueous solution, then heated to 70° to 90° C. for 20 to 100 minutes until the desired viscosity is obtained, thereby producing poly(formaldehyde phenol monosila... Starting materials: OBO, COc1cc2c(cc1Br)C(c1cccc(C#N)c1)=NCC(=O)N2C, CC(C)Oc1ccccc1B(O)O, c1ccccc1. Yields the product COc1cc2c(cc1-c1ccccc1OC(C)C)C(c1cccc(C#N)c1)=NCC(=O)N2C. RXN SMILES: [BH:25]([OH:26])[OH:27].[Br:1][c:2]1[cH:3][c:4]2[c:5]([cH:21][c:22]1[O:23][CH3:24])[N:6]([CH3:20])[C:7](=[O:19])[CH2:8][N:9]=[C:10]2[c:11]1[cH:12][c:13]([C:14]#[N:15])[cH:16][cH:17][cH:18]1.[CH:34]([CH3:35])([CH3:36])[O:37][c:38]1[c:39]([B:44]([OH:45])[OH:46])[cH:40][cH:41][cH:42][cH:43]1.[cH:28]1[cH:29][cH:30][cH:31][cH:32][cH:33]1>>[c:2]1(-[c:39]2[c:38]([O:37][CH:34]([CH3:35])[CH3:36])[cH:43][cH:42][cH:41][cH:40]2)[cH:3][c:4]2[c:5]([cH:21][c:22]1[O:23][CH3:24])[N:6]([CH3:20])[C:7](=[O:19])[CH2:8][N:9]=[C:10]2[c:11]1[cH:12][c:13]([C:14]#[N:15])[cH:16][cH:17][cH:18]1. Starting materials: COC1(CN(C(=O)OC(C)(C)C)c2cccc(-c3cc(F)ncc3Cl)n2)CCOCC1, ClCCl, O=C(O)C(F)(F)F. Product: COC1(CNc2cccc(-c3cc(F)ncc3Cl)n2)CCOCC1. RXN SMILES: [Cl:1][c:2]1[c:3](-[c:9]2[n:10][c:11]([N:15]([C:16](=[O:17])[O:18][C:19]([CH3:20])([CH3:21])[CH3:22])[CH2:23][C:24]3([O:30][CH3:31])[CH2:25][CH2:26][O:27][CH2:28][CH2:29]3)[cH:12][cH:13][cH:14]2)[cH:4][c:5]([F:8])[n:6][cH:7]1.[Cl:39][CH2:40][Cl:41].[F:32][C:33]([F:34])([F:35])[C:36]([OH:37])=[O:38]>>[Cl:1][c:2]1[c:3](-[c:9]2[n:10][c:11]([NH:15][CH2:23][C:24]3([O:30][CH3:31])[CH2:25][CH2:26][O:27][CH2:28][CH2:29]3)[cH:12][cH:13][cH:14]2)[cH:4][c:5]([F:8])[n:6][cH:7]1. Reactants: O (Water), ice, NC1=CC=C(C=C1)CCC=1N=C(SC1CC1=CC=C(C=C1)S(=O)(=O)C)NC(C)=O (N-{4-[2-(4-aminophenyl)ethyl]-5-[4-(methylsulfonyl)benzyl]-1,3-thiazol-2-yl}acetamide), C(C1=CC=CC=C1)(=O)N=C=S (benzoyl isothiocyanate). Run in CC(=O)C (acetone). Conditions: time 1 hour. Product: NC(=S)NC1=CC=C(C=C1)CCC=1N=C(SC1CC1=CC=C(C=C1)S(=O)(=O)C)NC(C)=O (N-{4-(2-{4-[(aminocarbonothioyl)amino]phenyl}ethyl)-5-[4-(methylsulfonyl)benzyl]-1,3-thiazol-2-yl}acetamide). Yield: 103.2%. As a reaction SMILES: [NH2:1][C:2]1[CH:7]=[CH:6][C:5]([CH2:8][CH2:9][C:10]2[N:11]=[C:12]([NH:26][C:27](=[O:29])[CH3:28])[S:13][C:14]=2[CH2:15][C:16]2[CH:21]=[CH:20][C:19]([S:22]([CH3:25])(=[O:24])=[O:23])=[CH:18][CH:17]=2)=[CH:4][CH:3]=1.C([N:38]=[C:39]=[S:40])(=O)C1C=CC=CC=1.O>CC(C)=O>[NH2:38][C:39]([NH:1][C:2]1[CH:3]=[CH:4][C:5]([CH2:8][CH2:9][C:10]2[N:11]=[C:12]([NH:26][C:27](=[O:29])[CH3:28])[S:13][C:14]=2[CH2:15][C:16]2[CH:21]=[CH:20][C:19]([S:22]([CH3:25])(=[O:24])=[O:23])=[CH:18][CH:17]=2)=[CH:6][CH:7]=1)=[S:40]. Procedure details: To a ice-cold solution of N-{4-[2-(4-aminophenyl)ethyl]-5-[4-(methylsulfonyl)benzyl]-1,3-thiazol-2-yl}acetamide (247.6 mg) in acetone (4.8 ml) was added benzoyl isothiocyanate (94.1 mg), and the mixture was stirred at r.t. for 1 hour. Water was added to the mixture, and the mixture was extracted with AcOEt. The organic layer was washed with water and brine, dried over anhydrous MgSO4, and concentrated in vacuo. The residual amorphous substance was dissolved in EtOH (5 ml), and 6N-NaOH (0.288 ml)... Starting materials: COCCO, Clc1nccc2[nH]c(-c3ccccc3)nc12, NN, O. Product: NNc1nccc2[nH]c(-c3ccccc3)nc12. Reaction SMILES: [CH3:20][O:21][CH2:22][CH2:23][OH:24].[Cl:1][c:2]1[n:3][cH:4][cH:5][c:6]2[c:7]1[n:8][c:9](-[c:11]1[cH:12][cH:13][cH:14][cH:15][cH:16]1)[nH:10]2.[NH2:18][NH2:19].[OH2:17]>>[c:2]1([NH:18][NH2:19])[n:3][cH:4][cH:5][c:6]2[c:7]1[n:8][c:9](-[c:11]1[cH:12][cH:13][cH:14][cH:15][cH:16]1)[nH:10]2. The reactants are C(C)O.O (ethanol water), Cl.C(C)(C)C1=CC=C(C=C1)NN (4-isopropylphenylhydrazine hydrochloride), C1(CCC2=CC=CC=C12)=O (1-indanone), Cl (hydrochloric acid). Run in C(C)O (ethanol). Conditions: time 4 hour. Reaction SMILES: Cl.[CH:2]([C:5]1[CH:10]=[CH:9][C:8]([NH:11]N)=[CH:7][CH:6]=1)([CH3:4])[CH3:3].[C:13]1(=O)[C:21]2[C:16](=[CH:17][CH:18]=[CH:19][CH:20]=2)[CH2:15][CH2:14]1.Cl.C(O)C.O>C(O)C>[CH:2]([C:5]1[CH:10]=[CH:9][C:8]2[NH:11][C:15]3[C:16]4[C:21]([CH2:13][C:14]=3[C:7]=2[CH:6]=1)=[CH:20][CH:19]=[CH:18][CH:17]=4)([CH3:4])[CH3:3] |f:0.1,4.5|. The product is C(C)(C)C1=CC=2C3=C(NC2C=C1)C1=CC=CC=C1C3 (5,10-Dihydro-8-iso-propylindeno[1,2-b]indole). Reported procedure: A mixture of 4-isopropylphenylhydrazine hydrochloride (6.3 g, 34 mmol) and 1-indanone (4.5 g, 34 mmol) were heated to reflux in ethanol (40 cm3) containing concentrated hydrochloric acid (2 cm3). Heating was continued for 4 hours, and then the reaction mixture was cooled to room temperature during which time the product crystallised out of solution as colourless crystals. This compound was filtered off, dried in a vacuum oven, and recrystallised from ethanol/water to yield colourless prisms. Yie... The reactants are O (Water), C1(=CC=CC=C1)C (toluene), C(=O)(Cl)Cl (phosgene), NC=1C=C(C=CC1O)C=1N=CN(C1)C(=O)N(C)C1CCCC1 (4-(3-amino-4-hydroxyphenyl)-N-cyclopentyl-N-methyl-1H-imidazole-1-carboxamide). The solvent is ClCCl (dichloromethane), ClCCl.C(C)(C)O (dichloromethane isopropanol). Conditions: time 5 hour. Yields the product C1(CCCC1)N(C(=O)N1C=NC(=C1)C=1C=CC2=C(NC(O2)=O)C1)C (N-cyclopentyl-N-methyl-4-(2-oxo-2,3-dihydrobenzo[d]oxazol-5-yl)-1H-imidazole-1-carboxamide). The yield is 32.0%. RXN SMILES: C1(C)C=CC=CC=1.[C:8](Cl)(Cl)=[O:9].[NH2:12][C:13]1[CH:14]=[C:15]([C:20]2[N:21]=[CH:22][N:23]([C:25]([N:27]([CH:29]3[CH2:33][CH2:32][CH2:31][CH2:30]3)[CH3:28])=[O:26])[CH:24]=2)[CH:16]=[CH:17][C:18]=1[OH:19].O>ClCCl.ClCCl.C(O)(C)C>[CH:29]1([N:27]([CH3:28])[C:25]([N:23]2[CH:24]=[C:20]([C:15]3[CH:16]=[CH:17][C:18]4[O:19][C:8](=[O:9])[NH:12][C:13]=4[CH:14]=3)[N:21]=[CH:22]2)=[O:26])[CH2:30][CH2:31][CH2:32][CH2:33]1 |f:5.6|. Procedure: A 20% toluene solution of phosgene (0.590 mL, 1.121 mmol) was added dropwise at room temperature to a stirred solution of 4-(3-amino-4-hydroxyphenyl)-N-cyclopentyl-N-methyl-1H-imidazole-1-carboxamide (0.259 g, 0.862 mmol) in dichloromethane (5 mL) and the off-white suspension was allowed to stir for 5 h. Water was added and the organic layer was diluted with a mixture of dichloromethane/isopropanol (7:3). The organic layer was separated, dried (MgSO4), filtered and evaporated to give an off-whit...